This data is from the Open Reaction Database (ORD), a public repository of structured organic reaction records. The task is: describe an organic reaction: reactants, conditions, products, and yield Starting materials: BrC=1N=C(C(=NC1C)N)OC (5-bromo-3-methoxy-6-methyl-2-pyrazinamine), C(=O)[O-].[NH4+] (ammonium formate). The reagents and catalysts are [Pd] (palladium on carbon). Solvent: CO (methanol). Yields the product COC=1C(=NC(=CN1)C)N (3-Methoxy-6-methyl-2-pyrazinamine). Isolated yield 86.2%. RXN SMILES: Br[C:2]1[N:3]=[C:4]([O:10][CH3:11])[C:5]([NH2:9])=[N:6][C:7]=1[CH3:8].C([O-])=O.[NH4+]>CO.[Pd]>[CH3:11][O:10][C:4]1[C:5]([NH2:9])=[N:6][C:7]([CH3:8])=[CH:2][N:3]=1 |f:1.2|. Procedure details: To a solution of 5-bromo-3-methoxy-6-methyl-2-pyrazinamine (Example 118c) (0.8 g) and ammonium formate (0.4 g) in methanol (20 mL) was added palladium on carbon (0.2 g) and the reaction mixture heated at reflux for 5h. After cooling to room temperature, the reaction mixture was filtered through a plug of celite, and the filtrate evaporated. The residue was partitioned between dichloromethane and water, and the organic phase dried (MgSO4), filtered and evaporated to give the title compound as a w... The reactants are COC1=C2CCCC(C2=C(C=C1)OC)=O (3,4-Dihydro-5,8-dimethoxynaphthalen-1(2H)-one), solution, N (ammonia), C(C)O (ethanol), [BH4-].[Na+] (sodium borohydride), resultant mixture. The reagents and catalysts are CC([O-])C.[Ti+4].CC([O-])C.CC([O-])C.CC([O-])C (titanium(IV) isopropoxide). Conditions: temperature 0 celsius. Product: COC1=C2CCCC(C2=C(C=C1)OC)N (1,2,3,4-tetrahydro-5,8-dimethoxynaphthalen-1-amine). The yield is 93.0%. RXN SMILES: [CH3:1][O:2][C:3]1[CH:12]=[CH:11][C:10]([O:13][CH3:14])=[C:9]2[C:4]=1[CH2:5][CH2:6][CH2:7][C:8]2=O.[NH3:16].C(O)C.[BH4-].[Na+]>CC(C)[O-].[Ti+4].CC(C)[O-].CC(C)[O-].CC(C)[O-]>[CH3:1][O:2][C:3]1[CH:12]=[CH:11][C:10]([O:13][CH3:14])=[C:9]2[C:4]=1[CH2:5][CH2:6][CH2:7][CH:8]2[NH2:16] |f:3.4,5.6.7.8.9|. Reported procedure: 3,4-Dihydro-5,8-dimethoxynaphthalen-1(2H)-one (5 g, 24.2 mmol), titanium(IV) isopropoxide (14.2 mL, 48.5 mmol) and 2 M solution of ammonia in ethanol (60.6 mL, 121.2 mmol) were stirred at room temperature for 6 h. The reaction was cooled to 0° C. and sodium borohydride was added portionwise during 10 min (1.4 g, 36.4 mmol); the resultant mixture was stirred at rt for an additional 3 h. The reaction was quenched by pouring it into ammonium hydroxide (2 M, 60 mL), the precipitate that formed was f... Reactants: CC1C(C2=C(C=CC(=C2C1C1=CC=CC=C1)C)O)=O (2,3-dihydro-2,4-dimethyl-3-phenyl-7-hydroxy-1H-inden-1-one), C(C=CC)Br (crotyl bromide), [OH-].[K+] (potassium hydroxide). Run in CC(=O)C (acetone). Product: CC1C(C2=C(C=CC(=C2C1C1=CC=CC=C1)C)OCC=CC)=O (2,3-dihydro-2,4-dimethyl-3-phenyl-7-crotyloxy-1H-inden-1-one). RXN SMILES: [CH3:1][CH:2]1[CH:10]([C:11]2[CH:16]=[CH:15][CH:14]=[CH:13][CH:12]=2)[C:9]2[C:4](=[C:5]([OH:18])[CH:6]=[CH:7][C:8]=2[CH3:17])[C:3]1=[O:19].[CH2:20](Br)[CH:21]=[CH:22][CH3:23].[OH-].[K+]>CC(C)=O>[CH3:1][CH:2]1[CH:10]([C:11]2[CH:16]=[CH:15][CH:14]=[CH:13][CH:12]=2)[C:9]2[C:4](=[C:5]([O:18][CH2:20][CH:21]=[CH:22][CH3:23])[CH:6]=[CH:7][C:8]=2[CH3:17])[C:3]1=[O:19] |f:2.3|. Procedure details: A solution of 19.0 g of 2,3-dihydro-2,4-dimethyl-3-phenyl-7-hydroxy-1H-inden-1-one, 13.98 of crotyl bromide and 5.47 g of potassium hydroxide in 200 ml of acetone was heated and refluxed under stirring condition. After the reaction was completed, the reaction mixture was concentrated and extracted with ethyl acetate, then the extract was washed with water and with an aqueous solution saturated with sodium chloride, then dried. The extract was concentrated by removing the solvent under a reduced ... Starting materials: CCOC(C)=O, CCCCCC, CCCC(O)c1c(C)c(NC(=O)CC(C)(C)C)c(C)c2c1OCC2c1ccc(C(C)C)cc1. Yields the product CCCCc1c(C)c(NC(=O)CC(C)(C)C)c(C)c2c1OCC2c1ccc(C(C)C)cc1. Reaction SMILES: [C:34]([O:35][CH2:36][CH3:37])(=[O:38])[CH3:39].[CH3:40][CH2:41][CH2:42][CH2:43][CH2:44][CH3:45].[OH:1][CH:2]([CH2:3][CH2:4][CH3:5])[c:6]1[c:7]([CH3:33])[c:8]([NH:25][C:26]([CH2:27][C:28]([CH3:29])([CH3:30])[CH3:31])=[O:32])[c:9]([CH3:24])[c:10]2[c:14]1[O:13][CH2:12][CH:11]2[c:15]1[cH:16][cH:17][c:18]([CH:21]([CH3:22])[CH3:23])[cH:19][cH:20]1>>[CH2:2]([CH2:3][CH2:4][CH3:5])[c:6]1[c:7]([CH3:33])[c:8]([NH:25][C:26]([CH2:27][C:28]([CH3:29])([CH3:30])[CH3:31])=[O:32])[c:9]([CH3:24])[c:10]2[c:14]1[O:13][CH2:12][CH:11]2[c:15]1[cH:16][cH:17][c:18]([CH:21]([CH3:22])[CH3:23])[cH:19][cH:20]1.